From a dataset of the Open Reaction Database (ORD), a public repository of structured organic reaction records. describe an organic reaction: reactants, conditions, products, and yield Procedure details: The above reactions of Example 1C are repeated except that the starting materials are 2,5-dimethylindanone and methylbromoacetate. With the same reaction conditions and techniques, methyl 2,6-dimethyl-3-indenylacetate is obtained. RXN SMILES: [CH3:1][CH:2]1[CH2:10][C:9]2[C:4](=[CH:5][CH:6]=[C:7]([CH3:11])[CH:8]=2)[C:3]1=O.[CH3:13][O:14][C:15](=[O:18])[CH2:16]Br>>[CH3:1][C:2]1[CH2:10][C:9]2[C:4]([C:3]=1[CH2:16][C:15]([O:14][CH3:13])=[O:18])=[CH:5][CH:6]=[C:7]([CH3:11])[CH:8]=2. Reactants: CC1C(C2=CC=C(C=C2C1)C)=O (2,5-dimethylindanone), COC(CBr)=O (methylbromoacetate). Product: CC=1CC2=CC(=CC=C2C1CC(=O)OC)C (methyl 2,6-dimethyl-3-indenylacetate). The reactants are CCOC(=O)C(C)c1ccc2nc(NS(C)(=O)=O)sc2c1, C1CCOC1, CC(=O)O, [Na+], [OH-], O. Product: CC(C(=O)O)c1ccc2nc(NS(C)(=O)=O)sc2c1. RXN SMILES: [CH2:1]([CH3:2])[O:3][C:4]([CH:5]([CH3:6])[c:7]1[cH:8][c:9]2[c:10]([n:11][c:12]([NH:14][S:15](=[O:16])(=[O:17])[CH3:18])[s:13]2)[cH:19][cH:20]1)=[O:21].[CH2:28]1[O:29][CH2:30][CH2:31][CH2:32]1.[CH3:24][C:25](=[O:26])[OH:27].[Na+:23].[OH-:22].[OH2:33]>>[O:3]=[C:4]([CH:5]([CH3:6])[c:7]1[cH:8][c:9]2[c:10]([n:11][c:12]([NH:14][S:15](=[O:16])(=[O:17])[CH3:18])[s:13]2)[cH:19][cH:20]1)[OH:21]. Starting materials: [C-]#N, CC(C)c1cc(S(C)(=O)=O)c(C(C)C)cc1Br, CN1CCCC1=O, NCCN, O. Yields the product CC(C)c1cc(S(C)(=O)=O)c(C(C)C)cc1C#N. Reaction SMILES: [C-:18]#[N:19].[CH3:1][S:2](=[O:3])(=[O:4])[c:5]1[c:6]([CH:15]([CH3:16])[CH3:17])[cH:7][c:8]([Br:14])[c:9]([CH:11]([CH3:12])[CH3:13])[cH:10]1.[CH3:24][N:25]1[CH2:26][CH2:27][CH2:28][C:29]1=[O:30].[NH2:20][CH2:21][CH2:22][NH2:23].[OH2:31]>>[CH3:1][S:2](=[O:3])(=[O:4])[c:5]1[c:6]([CH:15]([CH3:16])[CH3:17])[cH:7][c:8]([C:21]#[N:20])[c:9]([CH:11]([CH3:12])[CH3:13])[cH:10]1. The reactants are NC1=CC(SC1)=O (4-amino-5H-thiophen-2-one), COC=1C=C2C=CN(C2=C(C1)OC)CC1=CC=C(C=C1)Cl (5,7-dimethoxy-1-(4-chlorobenzyl)indole), C([O-])([O-])=O.[K+].[K+] (potassium carbonate), ClC1=CC=C(CN2C=C(C3=CC=CC=C23)C(C(=O)Cl)=O)C=C1 (2-(1-(4-chlorobenzyl)-1H-indol-3-yl)-2-oxo-acetyl chloride). Run in COCCOC (1,2-dimethoxyethane), O (water). Run at time 2 hour. Product: ClC1=CC=C(CN2C=C(C3=CC=CC=C23)C(C(=O)NC=2CSC(C2)=O)=O)C=C1 (2-[1-(4-chlorobenzyl)-1H-indol-3-yl]-2-oxo-N-(5-oxo-2,5-dihydro-3-thienyl)acetamide). Reaction SMILES: [NH2:1][C:2]1[CH2:6][S:5][C:4](=[O:7])[CH:3]=1.COC1C=C2C(=C(OC)C=1)N(CC1C=CC(Cl)=CC=1)C=C2.C(=O)([O-])[O-].[K+].[K+].[Cl:35][C:36]1[CH:56]=[CH:55][C:39]([CH2:40][N:41]2[C:49]3[C:44](=[CH:45][CH:46]=[CH:47][CH:48]=3)[C:43]([C:50](=[O:54])[C:51](Cl)=[O:52])=[CH:42]2)=[CH:38][CH:37]=1>COCCOC.O>[Cl:35][C:36]1[CH:56]=[CH:55][C:39]([CH2:40][N:41]2[C:49]3[C:44](=[CH:45][CH:46]=[CH:47][CH:48]=3)[C:43]([C:50](=[O:54])[C:51]([NH:1][C:2]3[CH2:6][S:5][C:4](=[O:7])[CH:3]=3)=[O:52])=[CH:42]2)=[CH:38][CH:37]=1 |f:2.3.4|. Procedure: A suspension of 4-amino-5H-thiophen-2-one of Preparation 5 (103 mg), powdered potassium carbonate (138 mg) and 2-(1-(4-chlorobenzyl)-1H-indol-3-yl)-2-oxo-acetyl chloride of Example 1 (334 mg) in 1,2-dimethoxyethane (5 ml) is stirred at room temperature for 2 h. After this time the reaction mixture is poured in water (50 ml) and the obtained precipitate is collected by filtration and thoroughly washed with water. The still wet solid is suspended in methanol and stirred for 30′. Filtration followe... Reactants: CCOC(=O)N1CCN(C(=O)C(CCC(=O)O)NC(=O)c2cc(OC3(C(=O)OCC)CCC3)n(-c3ccccc3)n2)CC1, C1CCOC1, Cl, [Na+], [OH-]. Yields the product CCOC(=O)N1CCN(C(=O)C(CCC(=O)O)NC(=O)c2cc(OC3(C(=O)O)CCC3)n(-c3ccccc3)n2)CC1. RXN SMILES: [CH2:1]([CH3:2])[O:3][C:4](=[O:5])[N:6]1[CH2:7][CH2:8][N:9]([C:12]([CH:13]([CH2:14][CH2:15][C:16](=[O:17])[OH:18])[NH:19][C:20](=[O:21])[c:22]2[n:23][n:24](-[c:37]3[cH:38][cH:39][cH:40][cH:41][cH:42]3)[c:25]([O:27][C:28]3([C:32](=[O:33])[O:34][CH2:35][CH3:36])[CH2:29][CH2:30][CH2:31]3)[cH:26]2)=[O:43])[CH2:10][CH2:11]1.[CH2:47]1[O:48][CH2:49][CH2:50][CH2:51]1.[ClH:46].[Na+:45].[OH-:44]>>[CH2:1]([CH3:2])[O:3][C:4](=[O:5])[N:6]1[CH2:7][CH2:8][N:9]([C:12]([CH:13]([CH2:14][CH2:15][C:16](=[O:17])[OH:18])[NH:19][C:20](=[O:21])[c:22]2[n:23][n:24](-[c:37]3[cH:38][cH:39][cH:40][cH:41][cH:42]3)[c:25]([O:27][C:28]3([C:32](=[O:33])[OH:34])[CH2:29][CH2:30][CH2:31]3)[cH:26]2)=[O:43])[CH2:10][CH2:11]1. The reactants are C(#C)C1=NC=C(C=C1)C (2-Ethynyl-5-methylpyridine), C(C)(C)(C)O (tert-butyl alcohol), CC(C)([O-])C.[K+] (potassium tert-butoxide). Product: C(C)(C)(C)O\C=C/C1=NC=C(C=C1)C ((Z)-2-(2-tert-butoxyvinyl)-5-methylpyridine), oil. Isolated yield 62.0%. RXN SMILES: [C:1]([C:3]1[CH:8]=[CH:7][C:6]([CH3:9])=[CH:5][N:4]=1)#[CH:2].[C:10]([OH:14])([CH3:13])([CH3:12])[CH3:11].CC(C)([O-])C.[K+]>>[C:10]([O:14]/[CH:2]=[CH:1]\[C:3]1[CH:8]=[CH:7][C:6]([CH3:9])=[CH:5][N:4]=1)([CH3:13])([CH3:12])[CH3:11] |f:2.3|. Procedure: To the solution of 2-ethynyl-5-methylpyridine (12-2) (1.38 g, 11.8 mmol) in tert-butyl alcohol (4.734 g, 63.9 mmol) was added potassium tert-butoxide (531 mg, 4.7 mmol) under nitrogen. The solution was heated to reflux for overnight. The solvent was removed under reduced pressure. The residue was purified by silca gel chromatography with the gradient eluent (PE/EA/NEt3=10/1/1%; 5/1/1%). The product (Z)-2-(2-tert-butoxyvinyl)-5-methylpyridine (12-3) was obtained as yellow oil (1.40 g, 62%) and by...